From a dataset of the Open Reaction Database (ORD), a public repository of structured organic reaction records. describe an organic reaction: reactants, conditions, products, and yield Reactants: O=C(Cl)Oc1ccccc1, Cn1ncc(N)c1N, [Na+], C1COCCO1, [OH-], O, O=S(=O)(O)O. Product: Cn1ncc(NC(=O)Oc2ccccc2)c1N. RXN SMILES: [Cl:22][C:23](=[O:24])[O:25][c:26]1[cH:27][cH:28][cH:29][cH:30][cH:31]1.[NH2:6][c:7]1[cH:8][n:9][n:10]([CH3:13])[c:11]1[NH2:12].[Na+:15].[O:16]1[CH2:17][CH2:18][O:19][CH2:20][CH2:21]1.[OH-:14].[OH2:32].[S:1](=[O:2])(=[O:3])([OH:4])[OH:5]>>[NH:6]([c:7]1[cH:8][n:9][n:10]([CH3:13])[c:11]1[NH2:12])[C:23](=[O:24])[O:25][c:26]1[cH:27][cH:28][cH:29][cH:30][cH:31]1. Reactants: zeolite, acyl, P(O)(O)O (phosphorous acid), C(C)(=O)C1=CC=CC=C1 (acetophenone). The product is C(=CC1=CC=CC=C1)P(O)(=O)O (SPA). RXN SMILES: [P:1]([OH:4])([OH:3])[OH:2].[C:5]([C:8]1[CH:13]=[CH:12][CH:11]=[CH:10][CH:9]=1)(=O)[CH3:6]>>[CH:6]([P:1]([OH:4])(=[O:3])[OH:2])=[CH:5][C:8]1[CH:13]=[CH:12][CH:11]=[CH:10][CH:9]=1. Procedure: In this Example, an acid catalyst (ZSM-5-40 zeolite) was used for both the reaction of phosphorous acid (24.6 gm) with 36 gm of acetophenone (at 75° C.) and the subsequent reaction (at 80° C.) to crack the acyl derivative to form SPA. The amount of catalyst used in the first reaction was 12 gm. It was determined that the product contained 77 wt % styrene phosphonic acid (SPA), 17 wt % unreacted phosphorous acid, and 6 wt % Diels-Alder dimer phosphorus compound. The yield of SPA in this reaction ... The reactants are C(C)(=O)Cl (Acetyl chloride), ClC1=CC=C(C=C1)C1(CC1)C=C(CO)F (1-(4-chlorophenyl)-1-(2-fluoro-3-hydroxyprop-1-enyl) cyclopropane), O (water). Run in C1=CC=CC=C1 (benzene), N1=CC=CC=C1 (pyridine). Conditions: time 24 hour. Product: C(C)(=O)OCC(=CC1(CC1)C1=CC=C(C=C1)Cl)F (1-(3-acetoxy-2-fluoroprop-1-enyl)-1-(4-chlorophenyl)cyclopropane). Isolated yield 87.0%. Reaction SMILES: [C:1](Cl)(=[O:3])[CH3:2].[Cl:5][C:6]1[CH:11]=[CH:10][C:9]([C:12]2([CH:15]=[C:16]([F:19])[CH2:17][OH:18])[CH2:14][CH2:13]2)=[CH:8][CH:7]=1.O>C1C=CC=CC=1.N1C=CC=CC=1>[C:1]([O:18][CH2:17][C:16]([F:19])=[CH:15][C:12]1([C:9]2[CH:8]=[CH:7][C:6]([Cl:5])=[CH:11][CH:10]=2)[CH2:13][CH2:14]1)(=[O:3])[CH3:2]. Reported procedure: Acetyl chloride (0.72 ml) was slowly added to a stirred solution of 1-(4-chlorophenyl)-1-(2-fluoro-3-hydroxyprop-1-enyl)cyclopropane (Example 9) (0.36 g) in benzene (20 ml) and pyridine (0.14 ml) at 0° C., and stirring was continued for 24 h while the mixture warmed to room temperature. After addition of water (10 ml), the mixture was extracted with diethyl ether (3×20 ml) and the combined organic layers were washed with water (3×10 ml) and evaporated under reduced pressure. The residue was chro... The solvent is CS(=O)C (dimethylsulfoxide). The product is C(C1=CC=CC=C1)OC1=CC(=C(C=C1)C(CC)=O)OC1=CC=NC2=CC(=C(C=C12)OC)OC (1-{4-(Benzyloxy)-2-[(6,7-dimethoxy-4-quinolyl)oxy]-phenyl}-1-propanone). Procedure: 1-{4-(Benzyloxy)-2-[(6,7-dimethoxy-4-quinolyl)oxy]phenyl}-1-propanol was dissolved in anhydrous dimethylsulfoxide (1 ml) to prepare a solution. A sulfur trioxide trimethylamine complex (70 mg) was added to the solution at 0° C., and the mixture was stirred at room temperature for 18 hr. Water (1 ml) was added dropwise to the reaction solution to stop the reaction. The reaction solution was extracted with ethyl acetate, and the ethyl acetate layer was then washed with water and saturated brine an... As a reaction SMILES: [CH2:1]([O:8][C:9]1[CH:14]=[CH:13][C:12]([CH:15]([OH:18])[CH2:16][CH3:17])=[C:11]([O:19][C:20]2[C:29]3[C:24](=[CH:25][C:26]([O:32][CH3:33])=[C:27]([O:30][CH3:31])[CH:28]=3)[N:23]=[CH:22][CH:21]=2)[CH:10]=1)[C:2]1[CH:7]=[CH:6][CH:5]=[CH:4][CH:3]=1.O>CS(C)=O>[CH2:1]([O:8][C:9]1[CH:14]=[CH:13][C:12]([C:15](=[O:18])[CH2:16][CH3:17])=[C:11]([O:19][C:20]2[C:29]3[C:24](=[CH:25][C:26]([O:32][CH3:33])=[C:27]([O:30][CH3:31])[CH:28]=3)[N:23]=[CH:22][CH:21]=2)[CH:10]=1)[C:2]1[CH:7]=[CH:6][CH:5]=[CH:4][CH:3]=1. Conditions: time 18 hour. Yield: 7.0%. Starting materials: C(C1=CC=CC=C1)OC1=CC(=C(C=C1)C(CC)O)OC1=CC=NC2=CC(=C(C=C12)OC)OC (1-{4-(Benzyloxy)-2-[(6,7-dimethoxy-4-quinolyl)oxy]phenyl}-1-propanol), O (Water). Reactants: COC1=CC=C(C(=O)C2=CC=C(OCCCC(=O)OC)C=C2)C=C1 (Methyl 4-[4-(4-methoxybenzoyl)phenoxy]butyrate), Cl (hydrochloric acid). Solvent: C(OC)COC.O (dimethoxyethane water), [OH-].[Na+] (sodium hydroxide). Reaction conditions: time 4 hour. Product: COC1=CC=C(C(=O)C2=CC=C(OCCCC(=O)O)C=C2)C=C1 (4-[4-(4-Methoxybenzoyl)phenoxy]-butyric acid). Reaction SMILES: [CH3:1][O:2][C:3]1[CH:24]=[CH:23][C:6]([C:7]([C:9]2[CH:22]=[CH:21][C:12]([O:13][CH2:14][CH2:15][CH2:16][C:17]([O:19]C)=[O:18])=[CH:11][CH:10]=2)=[O:8])=[CH:5][CH:4]=1.Cl>C(COC)OC.O.[OH-].[Na+]>[CH3:1][O:2][C:3]1[CH:24]=[CH:23][C:6]([C:7]([C:9]2[CH:22]=[CH:21][C:12]([O:13][CH2:14][CH2:15][CH2:16][C:17]([OH:19])=[O:18])=[CH:11][CH:10]=2)=[O:8])=[CH:5][CH:4]=1 |f:2.3,4.5|. Reported procedure: 41 g of methyl 4-[4-(4-methoxybenzoyl)phenoxy]butyrate from Example 2 are dissolved in 600 ml of dimethoxyethane/water 4:1, and 63 ml of 2N sodium hydroxide solution are added. The mixture is stirred at room temperature for 4 hours, then acidified to pH 3 with 3N hydrochloric acid, and the organic solvent is removed in vacuo. The acid which has separated out is filtered off and dried over phosphorus pentoxide in vacuo.